This data is from the Open Reaction Database (ORD), a public repository of structured organic reaction records. The task is: describe an organic reaction: reactants, conditions, products, and yield The reactants are ClC1=C(C=C(C=C1)O)[N+](=O)[O-] (4-chloro-3-nitrophenol), C([O-])([O-])=O.[K+].[K+] (potassium carbonate), COC(CBr)=O (bromoacetic acid methyl ester). Run in CN(C=O)C (N,N-dimethylformamide). Reaction conditions: time 2.5 hour. Product: COC(COC1=CC(=C(C=C1)Cl)[N+](=O)[O-])=O ((4-chloro-3-nitrophenoxy)acetic acid methyl ester). As a reaction SMILES: [Cl:1][C:2]1[CH:7]=[CH:6][C:5]([OH:8])=[CH:4][C:3]=1[N+:9]([O-:11])=[O:10].C(=O)([O-])[O-].[K+].[K+].[CH3:18][O:19][C:20](=[O:23])[CH2:21]Br>CN(C)C=O>[CH3:18][O:19][C:20](=[O:23])[CH2:21][O:8][C:5]1[CH:6]=[CH:7][C:2]([Cl:1])=[C:3]([N+:9]([O-:11])=[O:10])[CH:4]=1 |f:1.2.3|. Procedure: A mixture of 4-chloro-3-nitrophenol (25 g), N,N-dimethylformamide (200 mL), potassium carbonate (60 g) and bromoacetic acid methyl ester (15.5 mL) was stirred at room temperature for 2.5 hours. The mixture was partitioned between ethyl acetate and water, and the aqueous phase extracted with ethyl acetate. The combined extracts were dried over sodium sulfate and then concentrated under reduced pressure. The residue was washed with diethyl ether to afford title compound as a white solid (30 g). The reactants are C(C)(=O)N1CCN(CC1)C1=CC=C(C=C1)NC(C(=O)NN)=O (N-[4-(4-acetylpiperazin-1-yl)phenyl]-2-hydrazino-2-oxoacetamide), C(C)(=O)N1CCN(CC1)C1=CC=C(C=C1)NC(C(=O)NN)=O (N-[4-(4-acetylpiperazin-1-yl)phenyl]-2-hydrazino-2-oxoacetamide), C(C)OC=1C=C(C=CC1)NC(OC1=C(C(=C(C(=C1F)F)F)F)F)=S (O-(pentafluorophenyl) (3-ethoxyphenyl)thiocarbamate), C(C)OC=1C=C(C=CC1)NC(OC1=C(C(=C(C(=C1F)F)F)F)F)=S (O-(pentafluorophenyl) (3-ethoxyphenyl)thiocarbamate), C1=CN(C=N1)C(=O)N2C=CN=C2 (CDI). The solvent is CN(C)C=O (DMF). Conditions: temperature 60 celsius, time 30 minute. Yields the product C(C)(=O)N1CCN(CC1)C1=CC=C(C=C1)NC(=O)C=1OC(=NN1)NC1=CC(=CC=C1)OCC (N-[4-(4-Acetylpiperazin-1-yl)phenyl]-5-[(3-ethoxyphenyl)amino]-1,3,4-oxadiazole-2-carboxamide). Yield: 97.7%. As a reaction SMILES: [C:1]([N:4]1[CH2:9][CH2:8][N:7]([C:10]2[CH:15]=[CH:14][C:13]([NH:16][C:17](=[O:22])[C:18]([NH:20][NH2:21])=[O:19])=[CH:12][CH:11]=2)[CH2:6][CH2:5]1)(=[O:3])[CH3:2].[CH2:23]([O:25][C:26]1[CH:27]=[C:28]([NH:32][C:33](=S)OC2C(F)=C(F)C(F)=C(F)C=2F)[CH:29]=[CH:30][CH:31]=1)[CH3:24].C1N=CN(C(N2C=NC=C2)=O)C=1>CN(C=O)C>[C:1]([N:4]1[CH2:9][CH2:8][N:7]([C:10]2[CH:11]=[CH:12][C:13]([NH:16][C:17]([C:18]3[O:19][C:33]([NH:32][C:28]4[CH:29]=[CH:30][CH:31]=[C:26]([O:25][CH2:23][CH3:24])[CH:27]=4)=[N:21][N:20]=3)=[O:22])=[CH:14][CH:15]=2)[CH2:6][CH2:5]1)(=[O:3])[CH3:2]. Procedure: N-[4-(4-Acetylpiperazin-1-yl)phenyl]-2-hydrazino-2-oxoacetamide (Intermediate 21, 153 mg, 0.5 mmol) was added to a solution of O-(pentafluorophenyl) (3-ethoxyphenyl)thiocarbamate (Intermediate 48, 182 mg 0.5 mmol) in DMF (7 mL). The mixture was stirred at 60° C. for 30 min then PS-CDI (500 mg 1.0 mmol) was added and stirring was continued for a further 2 hours. The mixture was allowed to cool then filtered to remove the resin, which was washed with a further 2×10 mL DMF. The combined filtrates w... The reactants are product, ClC=1N=NC(=CC1)C1=CC=CC=C1 (3-chloro-6-phenylpyridazine), [Cl-].C(C)(C)C1=C(C(=CC=C1)C(C)C)[N+]1=CN(C=C1)C1=C(C=CC=C1C(C)C)C(C)C (1,3-bis(2,6-di-iso-propylphenyl)imidazolium chloride), CC(C)([O-])C.[Na+] (sodium tert-butoxide). The reagents and catalysts are C=1C=CC(=CC1)/C=C/C(=O)/C=C/C2=CC=CC=C2.C=1C=CC(=CC1)/C=C/C(=O)/C=C/C2=CC=CC=C2.C=1C=CC(=CC1)/C=C/C(=O)/C=C/C2=CC=CC=C2.[Pd].[Pd] (tris(dibenzylideneacetone)dipalladium(0)). The solvent is C1(=CC=CC=C1)C (toluene). Run at temperature 90 celsius. The product is C1(=CC=CC=C1)C1=CC=C(N=N1)N1C2CN3CC(CC(C1)C3)C2 (4-(6-phenylpyridazin-3-yl)-1,4-diazatricyclo[4.3.1.13,8]undecane). Reaction SMILES: Cl[C:2]1[N:3]=[N:4][C:5]([C:8]2[CH:13]=[CH:12][CH:11]=[CH:10][CH:9]=2)=[CH:6][CH:7]=1.[Cl-].C(C1C=CC=C(C(C)C)C=1[N+:27]1[CH:31]=[CH:30][N:29]([C:32]2[C:37]([CH:38](C)C)=[CH:36][CH:35]=[CH:34]C=2C(C)C)[CH:28]=1)(C)C.CC(C)([O-])C.[Na+]>C1(C)C=CC=CC=1.C1C=CC(/C=C/C(/C=C/C2C=CC=CC=2)=O)=CC=1.C1C=CC(/C=C/C(/C=C/C2C=CC=CC=2)=O)=CC=1.C1C=CC(/C=C/C(/C=C/C2C=CC=CC=2)=O)=CC=1.[Pd].[Pd]>[C:8]1([C:5]2[N:4]=[N:3][C:2]([N:27]3[CH2:38][CH:37]4[CH2:32][N:29]5[CH2:28][CH:35]([CH2:34][CH:31]3[CH2:30]5)[CH2:36]4)=[CH:7][CH:6]=2)[CH:13]=[CH:12][CH:11]=[CH:10][CH:9]=1 |f:1.2,3.4,6.7.8.9.10|. Procedure: A solution of the product of Example 2 (0.10 g, 0.66 mmol) in dry toluene (10 mL) was treated with 3-chloro-6-phenylpyridazine (0.20 g, 1.0 mmol; Aldrich), tris(dibenzylideneacetone)dipalladium(0) (Pd2(dba)3; 0.01 g, 0.013 mmol; Alfa Aesar), 1,3-bis(2,6-di-iso-propylphenyl)imidazolium chloride (0.017 g, 0.04 mmol; Strem), and sodium tert-butoxide (0.148 g, 1.32 mmol). The mixture was purged with nitrogen and heated to 90° C. for 8 hours. After cooling to room temperature, the reaction was quench... The reactants are ClC=1N=C(NC1CC)C(=O)N[C@@H]1[C@@H](CN(CC1)C=1SC(=C(N1)C(=O)O)C(=O)OCC)OCC (cis(±)-2-(4-{[(4-Chloro-5-ethyl-1H-imidazol-2-yl)carbonyl]amino}-3-ethoxypiperidin-1-yl)-5-(ethoxycarbonyl)-1,3-thiazole-4-carboxylic acid), C=1C=CC2=C(C1)N=NN2O (HOBT), COCCN (methoxyethylamine), CCN=C=NCCCN(C)C.Cl (WSC hydrochloride). Yields the product ClC=1N=C(NC1CC)C(=O)N[C@@H]1[C@@H](CN(CC1)C=1SC(=C(N1)C(NCCOC)=O)C(=O)OCC)OCC (Ethyl cis(±)-2-(4-{[(4-chloro-5-ethyl-1H-imidazol-2-yl)carbonyl]amino}-3-ethoxypiperidin-1-yl)-4-[(methoxyethyl)carbamoyl]-1,3-thiazole-5-carboxylate). Yield: 72.5%. As a reaction SMILES: [Cl:1][C:2]1[N:3]=[C:4]([C:9]([NH:11][C@H:12]2[CH2:17][CH2:16][N:15]([C:18]3[S:19][C:20]([C:26]([O:28][CH2:29][CH3:30])=[O:27])=[C:21]([C:23](O)=[O:24])[N:22]=3)[CH2:14][C@H:13]2[O:31][CH2:32][CH3:33])=[O:10])[NH:5][C:6]=1[CH2:7][CH3:8].[CH3:34][O:35][CH2:36][CH2:37][NH2:38].CCN=C=NCCCN(C)C.Cl.C1C=CC2N(O)N=NC=2C=1>>[Cl:1][C:2]1[N:3]=[C:4]([C:9]([NH:11][C@H:12]2[CH2:17][CH2:16][N:15]([C:18]3[S:19][C:20]([C:26]([O:28][CH2:29][CH3:30])=[O:27])=[C:21]([C:23](=[O:24])[NH:38][CH2:37][CH2:36][O:35][CH3:34])[N:22]=3)[CH2:14][C@H:13]2[O:31][CH2:32][CH3:33])=[O:10])[NH:5][C:6]=1[CH2:7][CH3:8] |f:2.3|. Reported procedure: The same operation as in Example (1g) was performed using cis(±)-2-(4-{[(4-chloro-5-ethyl-1H-imidazol-2-yl)carbonyl]amino}-3-ethoxypiperidin-1-yl)-5-(ethoxycarbonyl)-1,3-thiazole-4-carboxylic acid obtained in Example (68c) (112 mg, 0.22 mmol), methoxyethylamine (40 μL, 0.46 mmol), WSC hydrochloride (130 mg, 0.68 mmol) and HOBT (30 mg, 0.22 mmol), to obtain 88.8 mg of the title compound as a white solid (71%).